Dataset: the Open Reaction Database (ORD), a public repository of structured organic reaction records. Task: describe an organic reaction: reactants, conditions, products, and yield Starting materials: CC(C)=O, OCc1ccccc1, Cc1ccc(S(=O)(=O)Cl)cc1, c1ccncc1. The product is Cc1ccc(S(=O)(=O)[O-])cc1, c1ccc(C[n+]2ccccc2)cc1. RXN SMILES: [CH3:26][C:27](=[O:28])[CH3:29].[OH:18][CH2:19][c:20]1[cH:21][cH:22][cH:23][cH:24][cH:25]1.[S:1](=[O:2])(=[O:3])([c:4]1[cH:5][cH:6][c:7]([CH3:8])[cH:9][cH:10]1)[Cl:11].[cH:12]1[cH:13][cH:14][n:15][cH:16][cH:17]1>>[S:1]([O-:2])(=[O:3])([c:4]1[cH:5][cH:6][c:7]([CH3:8])[cH:9][cH:10]1)=[O:18].[cH:12]1[cH:13][cH:14][n+:15]([CH2:19][c:20]2[cH:21][cH:22][cH:23][cH:24][cH:25]2)[cH:16][cH:17]1. The reactants are O=C(N=C=S)c1ccccc1, CC(C)(C)OC(=O)Cn1ccc(N)n1. Yields the product CC(C)(C)OC(=O)Cn1ccc(NC(=S)NC(=O)c2ccccc2)n1. As a reaction SMILES: [C:15]([c:16]1[cH:17][cH:18][cH:19][cH:20][cH:21]1)(=[O:22])[N:23]=[C:24]=[S:25].[C:1]([CH3:2])([CH3:3])([CH3:4])[O:5][C:6]([CH2:7][n:8]1[n:9][c:10]([NH2:13])[cH:11][cH:12]1)=[O:14]>>[C:1]([CH3:2])([CH3:3])([CH3:4])[O:5][C:6]([CH2:7][n:8]1[n:9][c:10]([NH:13][C:24]([NH:23][C:15]([c:16]2[cH:17][cH:18][cH:19][cH:20][cH:21]2)=[O:22])=[S:25])[cH:11][cH:12]1)=[O:14].